Dataset: the Open Reaction Database (ORD), a public repository of structured organic reaction records. Task: describe an organic reaction: reactants, conditions, products, and yield Reactants: CC1CCN(C(=O)O)C(=O)C1, CC1CCNC(=O)C1, CC(C)=O, [Cl-], O=C(Cl)Cl, NCCc1ccc(S(=O)(=O)NC(=O)NC2CCCCC2)cc1, [Na+], [Na], [OH-], O. Product: CC1CCN(C(=O)NCCc2ccc(S(=O)(=O)NC(=O)NC3CCCCC3)cc2)C(=O)C1. As a reaction SMILES: [CH3:26][CH:27]1[CH2:28][C:29](=[O:36])[N:30]([C:33](=[O:34])[OH:35])[CH2:31][CH2:32]1.[CH3:38][CH:39]1[CH2:40][CH2:41][NH:42][C:43](=[O:44])[CH2:45]1.[CH3:51][C:52](=[O:53])[CH3:54].[Cl-:25].[Cl:46][C:47](=[O:48])[Cl:49].[NH2:1][CH2:2][CH2:3][c:4]1[cH:5][cH:6][c:7]([S:10](=[O:11])(=[O:12])[NH:13][C:14](=[O:15])[NH:16][CH:17]2[CH2:18][CH2:19][CH2:20][CH2:21][CH2:22]2)[cH:8][cH:9]1.[Na+:24].[Na:37].[OH-:23].[OH2:50]>>[NH:1]([CH2:2][CH2:3][c:4]1[cH:5][cH:6][c:7]([S:10](=[O:11])(=[O:12])[NH:13][C:14](=[O:15])[NH:16][CH:17]2[CH2:18][CH2:19][CH2:20][CH2:21][CH2:22]2)[cH:8][cH:9]1)[C:33]([N:30]1[C:29](=[O:36])[CH2:28][CH:27]([CH3:26])[CH2:32][CH2:31]1)=[O:34]. Starting materials: O=C1C2=C(SCC1C(=O)OC)SC=C2 (methyl 5,6-dihydro-4-oxo-4H-thieno[2,3-b]-thiopyran-5-carboxylate), NC1=CC=CC=C1 (aniline), 4A. The solvent is C=1(C(=CC=CC1)C)C (xylene). Yields the product O=C1C2=C(SCC1C(=O)NC1=CC=CC=C1)SC=C2 (5,6-Dihydro-4-oxo-N-phenyl-4H-thieno[2,3-b]-thiopyran-5-carboxamide). Isolated yield 89.8%. RXN SMILES: [O:1]=[C:2]1[CH:7]([C:8]([O:10]C)=O)[CH2:6][S:5][C:4]2[S:12][CH:13]=[CH:14][C:3]1=2.[NH2:15][C:16]1[CH:21]=[CH:20][CH:19]=[CH:18][CH:17]=1>C1(C)C(C)=CC=CC=1>[O:1]=[C:2]1[CH:7]([C:8]([NH:15][C:16]2[CH:21]=[CH:20][CH:19]=[CH:18][CH:17]=2)=[O:10])[CH2:6][S:5][C:4]2[S:12][CH:13]=[CH:14][C:3]1=2. Procedure details: A mixture of methyl 5,6-dihydro-4-oxo-4H-thieno[2,3-b]-thiopyran-5-carboxylate (5.7 g, 0.025 mole), aniline (3.5 g, 0.0375 mole) and xylene (180 ml) is refluxed for 2.5 hrs. in a Soxhlet apparatus, the thimble of which contains 20 g of Linde type 4A molecular sieve. The mixture is cooled in an ice bath, and the resulting crystalline precipitate (m.p. 155°-158° C.) is collected, dried and recrystallized from methylene chloride and isopropyl ether to give 6.5 g (90%) of off-white crystalline mater...